Dataset: the Open Reaction Database (ORD), a public repository of structured organic reaction records. Task: describe an organic reaction: reactants, conditions, products, and yield Starting materials: C(C)(C)(C)N=NC1(CCCCC1)N=C=O (1-t-butylazo-1-isocyanatocyclohexane), carbonyl, [N-]=C=O (isocyanate), CNN (methylhydrazine), product. Solvent: CCCCC (pentane). Run at temperature 5 celsius, time 60 minute. The product is C(C)(C)(C)N=NC1(CCCCC1)NC(N(N)C)=O (4-[1-(t-Butylazo)cyclohexyl]-2-methylsemicarbazide). Reaction SMILES: [C:1]([N:5]=[N:6][C:7]1([N:13]=[C:14]=[O:15])[CH2:12][CH2:11][CH2:10][CH2:9][CH2:8]1)([CH3:4])([CH3:3])[CH3:2].[CH3:16][NH:17][NH2:18].[N-]=C=O>CCCCC>[C:1]([N:5]=[N:6][C:7]1([NH:13][C:14](=[O:15])[N:17]([CH3:16])[NH2:18])[CH2:12][CH2:11][CH2:10][CH2:9][CH2:8]1)([CH3:4])([CH3:2])[CH3:3]. Procedure: To 8.2 grams (0.0392 moles) of 1-t-butylazo-1-isocyanatocyclohexane stirred with a magnetic stirrer in a 50 ml erlenmeyer flask and cooled to 5° C. was added 1.82 grams (0.0392 moles) of methylhydrazine. The reaction was very rapid and exothermic and became quite viscous. The reaction mixture was diluted with pentane and stirred for an additional 60 minutes at room temperature. The pentane was evaporated under reduced pressure leaving 9.0 grams (90% crude yield) of a yellow solid. The product me... Starting materials: C(C)(C)(C)OC(CN1C(CCN(C(CC1)=O)CC(=O)OC(C)(C)C)=O)=O (tert-butyl-(5-tert-butoxycarbonylmethyl-2,6-dioxoperhydro-1,5-diazocin-1-yl)acetate), C(C)(C)(C)OC(CN1C(CCN(C(CC1)=O)CC(=O)OC(C)(C)C)=O)=O (tert-butyl-(5-tert-butoxycarbonylmethyl-2,6-dioxoperhydro-1,5-diazocin-1-yl)acetate), trifluoroacefic acid. The solvent is ClCCl (dichloromethane). Conditions: time 8 hour. Product: C(=O)(O)CN1CCC(N(CCC1=O)CC(=O)O)=O ((5-Carboxymethyl-2,6-dioxoperhydro-1,5-diazocin-1-yl)acetic Acid). RXN SMILES: C([O:5][C:6](=[O:26])[CH2:7][N:8]1[CH2:15][CH2:14][C:13](=[O:16])[N:12]([CH2:17][C:18]([O:20]C(C)(C)C)=[O:19])[CH2:11][CH2:10][C:9]1=[O:25])(C)(C)C>ClCCl>[C:18]([CH2:17][N:12]1[C:13](=[O:16])[CH2:14][CH2:15][N:8]([CH2:7][C:6]([OH:26])=[O:5])[C:9](=[O:25])[CH2:10][CH2:11]1)([OH:20])=[O:19]. Procedure: 1.4 g of tert-butyl-(5-tert-butoxycarbonylmethyl-2,6-dioxoperhydro-1,5-diazocin-1-yl)acetate (starting material A3) are dissolved in 6 ml of dichloromethane and admixed with 6 ml of trifluoroacefic acid. The mixture is stirred overnight and then concentrated using a rotary evaporator, and the residue is triturated with ethyl acetate/petroleum ether (1:1). The residue is filtered off with suction and dried under reduced pressure. This gives 0.89 g of the title compound of m.p. from 250° C. (decom... Reactants: ClC=1C=C(C=C(C1OCCCCO)Cl)O (3,5-dichloro-4-(4-hydroxybutoxy)phenol), ClC(CCCl)(Cl)Cl (1,1,1,3-tetrachloropropane), C([O-])([O-])=O.[K+].[K+] (potassium carbonate). Run in CN(C)C=O (DMF). Product: ClC(=CCOC1=CC(=C(OCCCCO)C(=C1)Cl)Cl)Cl (4-[4-(3,3-dichloroprop-2-enyloxy)-2,6-dichlorophenoxy]butan-1-ol). Isolated yield 61.7%. Reaction SMILES: [Cl:1][C:2]1[CH:3]=[C:4]([OH:15])[CH:5]=[C:6]([Cl:14])[C:7]=1[O:8][CH2:9][CH2:10][CH2:11][CH2:12][OH:13].[Cl:16][C:17](Cl)([Cl:21])[CH2:18][CH2:19]Cl.C(=O)([O-])[O-].[K+].[K+]>CN(C=O)C>[Cl:16][C:17]([Cl:21])=[CH:18][CH2:19][O:15][C:4]1[CH:3]=[C:2]([Cl:1])[C:7]([O:8][CH2:9][CH2:10][CH2:11][CH2:12][OH:13])=[C:6]([Cl:14])[CH:5]=1 |f:2.3.4|. Procedure: This compound was prepared in a manner analogous to that of Step D of Example 1, using 9.3 grams (0.036 mole) of 3,5-dichloro-4-(4-hydroxybutoxy)phenol, 7.7 grams (0.042 mole) of 1,1,1,3-tetrachloropropane and 11.7 grams (0.080 mole) of potassium carbonate in 300 mL of DMF. The crude product was purified with column chromatography on silica gel using mixtures of 1:4 and 1:1 ethyl acetate and hexane as eluants. The appropriate fractions were combined and concentrated under reduced pressure, yield... The reactants are NC1=C2C=CN(C(C2=CC=C1OC)=O)[C@@H](C(=O)N)C ((R)-2-(5-amino-6-methoxy-1-oxoisoquinolin-2(1H)-yl)propanamide), FC(C1=CC=C(C=C1)CC(=O)O)(F)F (2-(4-(trifluoromethyl)phenyl)acetic acid), C(C)(C)N(C(C)C)CC (N,N-diisopropylethylamine), N,N,N,N′,N′-tetramethyl-O-(7-azabenzotriazol-1-yl)uronium hexafluorophosphate, CN(C=O)C (N,N-dimethylformamide). Conditions: time 8 hour. Yields the product COC=1C(=C2C=CN(C(C2=CC1)=O)[C@@H](C(=O)N)C)NC(CC1=CC=C(C=C1)C(F)(F)F)=O ((R)-2-(6-Methoxy-1-oxo-5-(2-(4-(trifluoromethyl)phenyl)acetamido)isoquinolin-2(1H)-yl)propanamide). RXN SMILES: [NH2:1][C:2]1[C:11]([O:12][CH3:13])=[CH:10][CH:9]=[C:8]2[C:3]=1[CH:4]=[CH:5][N:6]([C@H:15]([CH3:19])[C:16]([NH2:18])=[O:17])[C:7]2=[O:14].[F:20][C:21]([F:33])([F:32])[C:22]1[CH:27]=[CH:26][C:25]([CH2:28][C:29](O)=[O:30])=[CH:24][CH:23]=1.C(N(CC)C(C)C)(C)C.CN(C)C=O>>[CH3:13][O:12][C:11]1[C:2]([NH:1][C:29](=[O:30])[CH2:28][C:25]2[CH:24]=[CH:23][C:22]([C:21]([F:32])([F:20])[F:33])=[CH:27][CH:26]=2)=[C:3]2[C:8](=[CH:9][CH:10]=1)[C:7](=[O:14])[N:6]([C@H:15]([CH3:19])[C:16]([NH2:18])=[O:17])[CH:5]=[CH:4]2. Procedure details: A mixture of (R)-2-(5-amino-6-methoxy-1-oxoisoquinolin-2(1H)-yl)propanamide (98.34 mg, 0.0003764 mol), 2-(4-(trifluoromethyl)phenyl)acetic acid (115.2 mg, 0.0005646 mol), N,N-diisopropylethylamine (163.9 μL, 0.0009409 mol), N,N,N,N′,N′-tetramethyl-O-(7-azabenzotriazol-1-yl)uronium hexafluorophosphate (357.8 mg, 0.0009409 mol) and N,N-dimethylformamide (2 mL, 0.02 mol) was stirred at room temperature overnight. the solvent was removed under reduced pressure and the residue purified by reverse pha... The reactants are CCc1ccccc1N(CC(=O)NC(C)CC(=O)OCc1ccccc1)C(=O)CCCc1ccnc(C(=O)OC(C)(C)C)c1N, CCO, [K+], [Na+], [OH-], O=S(=O)([O-])O. Yields the product CCc1ccccc1N(CC(=O)NC(C)CC(=O)O)C(=O)CCCc1ccnc(C(=O)OC(C)(C)C)c1N. As a reaction SMILES: [CH2:1]([c:2]1[cH:3][cH:4][cH:5][cH:6][cH:7]1)[O:8][C:9]([CH2:10][CH:11]([NH:12][C:13]([CH2:14][N:15]([c:16]1[c:17]([CH2:18][CH3:19])[cH:20][cH:21][cH:22][cH:23]1)[C:24]([CH2:25][CH2:26][CH2:27][c:28]1[c:29]([NH2:41])[c:30]([C:34](=[O:35])[O:36][C:37]([CH3:38])([CH3:39])[CH3:40])[n:31][cH:32][cH:33]1)=[O:42])=[O:43])[CH3:44])=[O:45].[CH3:54][CH2:55][OH:56].[K+:53].[Na+:47].[OH-:46].[S:48](=[O:49])(=[O:50])([OH:51])[O-:52]>>[O:8]=[C:9]([CH2:10][CH:11]([NH:12][C:13]([CH2:14][N:15]([c:16]1[c:17]([CH2:18][CH3:19])[cH:20][cH:21][cH:22][cH:23]1)[C:24]([CH2:25][CH2:26][CH2:27][c:28]1[c:29]([NH2:41])[c:30]([C:34](=[O:35])[O:36][C:37]([CH3:38])([CH3:39])[CH3:40])[n:31][cH:32][cH:33]1)=[O:42])=[O:43])[CH3:44])[OH:45].